From a dataset of the Open Reaction Database (ORD), a public repository of structured organic reaction records. describe an organic reaction: reactants, conditions, products, and yield Reactants: Br.CN1C(N(C(C2=CC(=CC=C12)C)=O)C1CCNCC1)=O (1,2,3,4-tetrahydro-1,6-dimethyl-2,4-dioxo-3-(4-piperidinyl)quinazoline hydrobromide), Br.CN1C(N(C(C2=CC(=CC=C12)C)=O)C1CCNCC1)=O (1,2,3,4-tetrahydro-1,6-dimethyl-2,4-dioxo-3-(4-piperidinyl)quinazoline hydrobromide), C(C1=CC=CC=C1)OC1=C(C=C2C(=NC=NC2=C1)Cl)OC (7-benzyloxy-4-chloro-6-methoxyquinazoline). Product: C(C1=CC=CC=C1)OC1=C(C=C2C(=NC=NC2=C1)N1CCC(CC1)N1C(N(C2=CC=C(C=C2C1=O)C)C)=O)OC (3-[1-(7-Benzyloxy-6-methoxy-4-quinazolinyl)-4-piperidinyl]-1,2,3,4-tetrahydro-1,6-dimethyl-2,4-dioxoquinazoline). The yield is 42.0%. RXN SMILES: Br.[CH3:2][N:3]1[C:12]2[C:7](=[CH:8][C:9]([CH3:13])=[CH:10][CH:11]=2)[C:6](=[O:14])[N:5]([CH:15]2[CH2:20][CH2:19][NH:18][CH2:17][CH2:16]2)[C:4]1=[O:21].[CH2:22]([O:29][C:30]1[CH:39]=[C:38]2[C:33]([C:34](Cl)=[N:35][CH:36]=[N:37]2)=[CH:32][C:31]=1[O:41][CH3:42])[C:23]1[CH:28]=[CH:27][CH:26]=[CH:25][CH:24]=1>>[CH2:22]([O:29][C:30]1[CH:39]=[C:38]2[C:33]([C:34]([N:18]3[CH2:19][CH2:20][CH:15]([N:5]4[C:6](=[O:14])[C:7]5[C:12](=[CH:11][CH:10]=[C:9]([CH3:13])[CH:8]=5)[N:3]([CH3:2])[C:4]4=[O:21])[CH2:16][CH2:17]3)=[N:35][CH:36]=[N:37]2)=[CH:32][C:31]=1[O:41][CH3:42])[C:23]1[CH:24]=[CH:25][CH:26]=[CH:27][CH:28]=1 |f:0.1|. Procedure: The procedure similar to that described in Example 57 was repeated, except that 369.0 mg (1.05 mmol) of 1,2,3,4-tetrahydro-1,6-dimethyl-2,4-dioxo-3-(4-piperidinyl)-quinazoline hydrobromide (Compound v) obtained in Example 41 was used and 7-benzyloxy-4-chloro-6-methoxyquinazoline was used in place of 4-chloro-6,7-dimethoxyquinazoline. As a result, 233.8 mg (yield: 42%) of Compound 87 was obtained as white crystals. Reactants: CC(C)O, ClCC1CO1, CC(C)Oc1ccc(-c2nc(-c3cccc4c3CCC4N)no2)cc1C#N, O. Product: CC(C)Oc1ccc(-c2nc(-c3cccc4c3CCC4NCC(O)CCl)no2)cc1C#N. Reaction SMILES: [CH:33]([OH:34])([CH3:35])[CH3:36].[Cl:28][CH2:29][CH:30]1[CH2:31][O:32]1.[NH2:1][CH:2]1[CH2:3][CH2:4][c:5]2[c:6](-[c:11]3[n:12][o:13][c:14](-[c:16]4[cH:17][cH:18][c:19]([O:24][CH:25]([CH3:26])[CH3:27])[c:20]([C:21]#[N:22])[cH:23]4)[n:15]3)[cH:7][cH:8][cH:9][c:10]21.[OH2:37]>>[NH:1]([CH:2]1[CH2:3][CH2:4][c:5]2[c:6](-[c:11]3[n:12][o:13][c:14](-[c:16]4[cH:17][cH:18][c:19]([O:24][CH:25]([CH3:26])[CH3:27])[c:20]([C:21]#[N:22])[cH:23]4)[n:15]3)[cH:7][cH:8][cH:9][c:10]21)[CH2:31][CH:30]([CH2:29][Cl:28])[OH:32]. Starting materials: N([C@@H](CCC(OC(C)(C)C)=O)C(=O)N[C@@H](C(C)C)C(=O)N[C@@H](C(C)C)C(=O)N[C@@H](CCC(OC(C)(C)C)=O)C(=O)N[C@@H](CCC(OC(C)(C)C)=O)C(=O)N[C@@H](C)C(=O)N[C@@H](CCC(OC(C)(C)C)=O)C(=O)N[C@@H](CC(N)=O)C(=O)OC(C)(C)C)C(=O)OCC1=CC=CC=C1 (Z-Glu(OtBu)-Val-Val-Glu(OtBu)-Glu(OtBu)-Ala-Glu(OtBu)-Asn-OtBu). The reagents and catalysts are [Pd].[O-]S(=O)(=O)[O-].[Ba+2] (Pd BaSO4). Solvent: CN(C)C=O (DMF). Reaction conditions: time 3 hour. Product: N[C@@H](CCC(OC(C)(C)C)=O)C(=O)N[C@@H](C(C)C)C(=O)N[C@@H](C(C)C)C(=O)N[C@@H](CCC(OC(C)(C)C)=O)C(=O)N[C@@H](CCC(OC(C)(C)C)=O)C(=O)N[C@@H](C)C(=O)N[C@@H](CCC(OC(C)(C)C)=O)C(=O)N[C@@H](CC(N)=O)C(=O)OC(C)(C)C (H-Glu(OtBu)-Val-Val-Glu(OtBu)-Glu(OtBu)-Ala-Glu(OtBu)-Asn-OtBu). Reaction SMILES: [NH:1](C(OCC1C=CC=CC=1)=O)[C@H:2]([C:12]([NH:14][C@H:15]([C:19]([NH:21][C@H:22]([C:26]([NH:28][C@H:29]([C:39]([NH:41][C@H:42]([C:52]([NH:54][C@H:55]([C:57]([NH:59][C@H:60]([C:70]([NH:72][C@H:73]([C:78]([O:80][C:81]([CH3:84])([CH3:83])[CH3:82])=[O:79])[CH2:74][C:75](=[O:77])[NH2:76])=[O:71])[CH2:61][CH2:62][C:63](=[O:69])[O:64][C:65]([CH3:68])([CH3:67])[CH3:66])=[O:58])[CH3:56])=[O:53])[CH2:43][CH2:44][C:45](=[O:51])[O:46][C:47]([CH3:50])([CH3:49])[CH3:48])=[O:40])[CH2:30][CH2:31][C:32](=[O:38])[O:33][C:34]([CH3:37])([CH3:36])[CH3:35])=[O:27])[CH:23]([CH3:25])[CH3:24])=[O:20])[CH:16]([CH3:18])[CH3:17])=[O:13])[CH2:3][CH2:4][C:5](=[O:11])[O:6][C:7]([CH3:10])([CH3:9])[CH3:8]>CN(C=O)C.[Pd].[O-]S([O-])(=O)=O.[Ba+2]>[NH2:1][C@H:2]([C:12]([NH:14][C@H:15]([C:19]([NH:21][C@H:22]([C:26]([NH:28][C@H:29]([C:39]([NH:41][C@H:42]([C:52]([NH:54][C@H:55]([C:57]([NH:59][C@H:60]([C:70]([NH:72][C@H:73]([C:78]([O:80][C:81]([CH3:84])([CH3:83])[CH3:82])=[O:79])[CH2:74][C:75](=[O:77])[NH2:76])=[O:71])[CH2:61][CH2:62][C:63](=[O:69])[O:64][C:65]([CH3:68])([CH3:67])[CH3:66])=[O:58])[CH3:56])=[O:53])[CH2:43][CH2:44][C:45](=[O:51])[O:46][C:47]([CH3:48])([CH3:49])[CH3:50])=[O:40])[CH2:30][CH2:31][C:32](=[O:38])[O:33][C:34]([CH3:35])([CH3:36])[CH3:37])=[O:27])[CH:23]([CH3:25])[CH3:24])=[O:20])[CH:16]([CH3:18])[CH3:17])=[O:13])[CH2:3][CH2:4][C:5](=[O:11])[O:6][C:7]([CH3:10])([CH3:8])[CH3:9] |f:2.3.4|. Procedure details: A solution of Z-Glu(OtBu)-Val-Val-Glu(OtBu)-Glu(OtBu)-Ala-Glu(OtBu)-Asn-OtBu 42.6 g; 32.0 mmol) in DMF (650 mL) containing 10% Pd-BaSO4 (15.0 g) was hydrogenated in a Vibromixer apparatus for 3 h. The reaction mixture was filtered through a bed of celite which was washed with DMF (5×250 mL). The combined filtrate was evaporated to 600 mL and DMSO (300 mL) added. The resultant solution was used fo the next stage of synthesis. A portion was evaporated to dryness, taken up in MeOH and precipitated ... Reactants: C1(=CC=CC=C1)C (Toluene), O.C1(=CC=C(C=C1)S(=O)(=O)O)C (p-toluenesulfonic acid monohydrate), BrC1=C(C(=C(C(=C1O)NC(C(C)(C)C)=O)C#N)C)C1=CC(=CC=C1)O (N-(2-bromo-5-cyano-3,3′-dihydroxy-6-methylbiphenyl-4-yl)-2,2-dimethylpropionamide). The solvent is O (water). Product: BrC=1C(=C(C(=C2N=C(OC21)C(C)(C)C)C#N)C)C2=CC(=CC=C2)O (7-Bromo-2-tert-butyl-6-(3-hydroxyphenyl)-5-methyl-1,3-benzoxazole-4-carbonitrile). Yield: 94.5%. Reaction SMILES: C1(C)C=CC=CC=1.O.C1(C)C=CC(S(O)(=O)=O)=CC=1.[Br:20][C:21]1[C:26]([OH:27])=[C:25]([NH:28][C:29](=O)[C:30]([CH3:33])([CH3:32])[CH3:31])[C:24]([C:35]#[N:36])=[C:23]([CH3:37])[C:22]=1[C:38]1[CH:43]=[CH:42][CH:41]=[C:40]([OH:44])[CH:39]=1>O>[Br:20][C:21]1[C:22]([C:38]2[CH:43]=[CH:42][CH:41]=[C:40]([OH:44])[CH:39]=2)=[C:23]([CH3:37])[C:24]([C:35]#[N:36])=[C:25]2[C:26]=1[O:27][C:29]([C:30]([CH3:32])([CH3:31])[CH3:33])=[N:28]2 |f:1.2|. Procedure: Toluene (45 ml), p-toluenesulfonic acid monohydrate (21.0 mg, 111 μmol) were added to N-(2-bromo-5-cyano-3,3′-dihydroxy-6-methylbiphenyl-4-yl)-2,2-dimethylpropionamide (I-16) (446 mg, 1.11 mmol), followed by refluxing with a Dean-Stark condenser for 3 hours. After cooling, water (50 ml) was added to the reaction liquid, the product was extracted with ethyl acetate (50 ml×2). The organic layer was washed with saturated brine (50 ml), dried over anhydrous magnesium sulfate, concentrated under redu... Reactants: Cl (hydrochloric acid), C(C1=CC=CC=C1)N1C([C@H]([C@@H](C1=O)O)O)=O ((3S,4S)-1-Benzyl-3,4-dihydroxy-2,5-dioxopyrrolidine), [BH4-].[Na+] (sodium borohydride), B(F)(F)F.CCOCC (Boron trifluoride ethyl etherate), [F-].[Na+] (Sodium fluoride), [OH-].[Na+] (sodium hydroxide). Run in COCCOCCOC (diglyme). Reaction conditions: temperature 70 celsius, time 2 hour. Product: C(C1=CC=CC=C1)N1C[C@H]([C@@H](C1)O)O ((3R,4R)-1-benzyl-3,4-pyrrolidinediol). Yield: 88.4%. As a reaction SMILES: B(F)(F)F.CCOCC.[CH2:10]([N:17]1[C:21](=O)[C@@H:20]([OH:23])[C@H:19]([OH:24])[C:18]1=O)[C:11]1[CH:16]=[CH:15][CH:14]=[CH:13][CH:12]=1.[BH4-].[Na+].Cl.[F-].[Na+].[OH-].[Na+]>COCCOCCOC>[CH2:10]([N:17]1[CH2:21][C@@H:20]([OH:23])[C@H:19]([OH:24])[CH2:18]1)[C:11]1[CH:12]=[CH:13][CH:14]=[CH:15][CH:16]=1 |f:0.1,3.4,6.7,8.9|. Reported procedure: Boron trifluoride ethyl etherate (36 ml, 0.29 mol) in diglyme (150 ml) was cooled to 0+ C. (3S,4S)-1-Benzyl-3,4-dihydroxy-2,5-dioxopyrrolidine (16 g, 72 mmol) and sodium borohydride were added slowly. The mixture was stirred at 70° C. for 2 hours. 6 N hydrochloric acid (100 ml) was added slowly and the mixture was heated at 70° C. for 15 minutes. Sodium fluoride (44.5 g, 1 mol) was added and the mixture was heated at reflux temperature for 1/2 hour. The mixture was cooled to room temperature. 20... Starting materials: N#Cc1ccccc1C1=CCC(CBr)(CBr)C=C1, COC(=O)c1cccc([N+](=O)[O-])c1NC(=O)OC(C)(C)C, O=C([O-])[O-], Cc1ccc(-c2ccccc2C#N)cc1, CC#N, [K+], [K+]. The product is COC(=O)c1cccc([N+](=O)[O-])c1N(Cc1ccc(-c2ccccc2C#N)cc1)C(=O)OC(C)(C)C. Reaction SMILES: [Br:16][CH2:17][C:18]1([CH2:19][Br:20])[CH:21]=[CH:22][C:23]([c:24]2[cH:25][cH:26][cH:27][cH:28][c:29]2[C:30]#[N:31])=[CH:32][CH2:33]1.[C:34]([CH3:35])([CH3:36])([CH3:37])[O:38][C:39](=[O:40])[NH:41][c:42]1[c:43]([C:44](=[O:45])[O:46][CH3:47])[cH:48][cH:49][cH:50][c:51]1[N+:52](=[O:53])[O-:54].[C:55](=[O:56])([O-:57])[O-:58].[CH3:1][c:2]1[cH:3][cH:4][c:5](-[c:8]2[c:9]([C:10]#[N:11])[cH:12][cH:13][cH:14][cH:15]2)[cH:6][cH:7]1.[CH3:61][C:62]#[N:63].[K+:59].[K+:60]>>[CH2:1]([c:2]1[cH:3][cH:4][c:5](-[c:8]2[c:9]([C:10]#[N:11])[cH:12][cH:13][cH:14][cH:15]2)[cH:6][cH:7]1)[N:41]([C:39]([O:38][C:34]([CH3:35])([CH3:36])[CH3:37])=[O:40])[c:42]1[c:43]([C:44](=[O:45])[O:46][CH3:47])[cH:48][cH:49][cH:50][c:51]1[N+:52](=[O:53])[O-:54]. The reactants are OC1=C(C=C(C=C1C(C)C)CCCC(=O)NCC1=CC=C(C=C1)/N=N/C1=CC=C(C(=O)OC)C=C1)C(C)C ((E)-Methyl 4-((4-((4-(4-hydroxy-3,5-diisopropylphenyl)butanamido)methyl)phenyl)diazenyl)benzoate), C(CN)N (ethylenediamine), C32H41N5O3. The solvent is CO (methanol), O (water), C(Cl)(Cl)Cl (chloroform). Yields the product NCCNC(C1=CC=C(C=C1)\N=N\C1=CC=C(C=C1)CNC(CCCC1=CC(=C(C(=C1)C(C)C)O)C(C)C)=O)=O ((E)-N-(2-Aminoethyl)-4-((4-((4-(4-hydroxy-3,5-diisopropylphenyl)butanamido)methyl)phenyl)diazenyl)benzamide). Reaction SMILES: [OH:1][C:2]1[C:7]([CH:8]([CH3:10])[CH3:9])=[CH:6][C:5]([CH2:11][CH2:12][CH2:13][C:14]([NH:16][CH2:17][C:18]2[CH:23]=[CH:22][C:21](/[N:24]=[N:25]/[C:26]3[CH:35]=[CH:34][C:29]([C:30]([O:32]C)=O)=[CH:28][CH:27]=3)=[CH:20][CH:19]=2)=[O:15])=[CH:4][C:3]=1[CH:36]([CH3:38])[CH3:37].[CH2:39]([NH2:42])[CH2:40][NH2:41]>CO.O.C(Cl)(Cl)Cl>[NH2:41][CH2:40][CH2:39][NH:42][C:30](=[O:32])[C:29]1[CH:28]=[CH:27][C:26](/[N:25]=[N:24]/[C:21]2[CH:22]=[CH:23][C:18]([CH2:17][NH:16][C:14](=[O:15])[CH2:13][CH2:12][CH2:11][C:5]3[CH:6]=[C:7]([CH:8]([CH3:9])[CH3:10])[C:2]([OH:1])=[C:3]([CH:36]([CH3:38])[CH3:37])[CH:4]=3)=[CH:19][CH:20]=2)=[CH:35][CH:34]=1. Procedure details: The solution of the compound 9 (258 mg, 0.50 mmol) and ethylenediamine (600 mg, 10 mmol) in methanol (10 mL), water (5 mL) and chloroform (2.5 mL) was refluxed for 24 h. The solvents were then evaporated, the residue was dissolved in 1N potassium hydroxide (15 mL), and the mixture extracted with methylene chloride (4×15 mL). The combined organic phases were washed with water and brine, dried over magnesium sulfate, concentrated under vacuum, and the residue chromatographed on silica gel using ch...